This data is from the Open Reaction Database (ORD), a public repository of structured organic reaction records. The task is: describe an organic reaction: reactants, conditions, products, and yield Starting materials: COC(C(C1=CC=C(C=C1)O)=O)=O (4-hydroxy-alpha-oxobenzeneacetic acid methyl ester), S(C)(=O)(=O)[O-] (mesylate), COC=1C=C(OCCO)C=CC1OC (2-(3,4-dimethoxyphenoxy)ethanol), [H-].[Na+] (sodium hydride). The solvent is CN(C=O)C (dimethylformamide). Conditions: temperature 60 celsius, time 15 minute. Product: COC(C(C1=CC=C(C=C1)OCCOC1=CC(=C(C=C1)OC)OC)=O)=O (4-[[2-(3,4-dimethoxyphenoxy)ethyl]oxy]-alpha-oxobenzeneacetic acid methyl ester). Yield: 62.1%. As a reaction SMILES: [CH3:1][O:2][C:3](=[O:13])[C:4](=[O:12])[C:5]1[CH:10]=[CH:9][C:8]([OH:11])=[CH:7][CH:6]=1.[H-].[Na+].S([O-])(=O)(=O)C.[CH3:21][O:22][C:23]1[CH:24]=[C:25]([CH:30]=[CH:31][C:32]=1[O:33][CH3:34])[O:26][CH2:27][CH2:28]O>CN(C)C=O>[CH3:1][O:2][C:3](=[O:13])[C:4](=[O:12])[C:5]1[CH:10]=[CH:9][C:8]([O:11][CH2:28][CH2:27][O:26][C:25]2[CH:30]=[CH:31][C:32]([O:33][CH3:34])=[C:23]([O:22][CH3:21])[CH:24]=2)=[CH:7][CH:6]=1 |f:1.2|. Procedure: A stirred mixture of 4-hydroxy-alpha-oxobenzeneacetic acid methyl ester (0.724 g) in dimethylformamide (10 mL) under argon was treated with 55% sodium hydride (0.175 g), stirred for 15 minutes and treated with the mesylate of 2-(3,4-dimethoxyphenoxy)ethanol (1.65 g). The mixture was heated at 60° C. overnight and worked up as in Example 20. The material was purified by HPLC (dichloromethane-diethyl ether, 99:1) and crystallized from dichloromethane-hexane to provide 0.9 g of 4-[[2-(3,4-dimethoxy...